The task is: describe an organic reaction: reactants, conditions, products, and yield. This data is from the Open Reaction Database (ORD), a public repository of structured organic reaction records. Starting materials: O1C=CC2=C1C(=CC=C2)C(=O)OC (methyl benzofuran-7-carboxylate), [OH-].[Na+] (sodium hydroxide). Run in CO (methanol). Reaction conditions: time 1 hour. Product: O1C=CC2=C1C(=CC=C2)C(=O)O (benzofuran-7-carboxylic acid). Isolated yield 83.0%. As a reaction SMILES: [O:1]1[C:5]2[C:6]([C:10]([O:12]C)=[O:11])=[CH:7][CH:8]=[CH:9][C:4]=2[CH:3]=[CH:2]1.[OH-].[Na+]>CO>[O:1]1[C:5]2[C:6]([C:10]([OH:12])=[O:11])=[CH:7][CH:8]=[CH:9][C:4]=2[CH:3]=[CH:2]1 |f:1.2|. Procedure: (1)-(i) A mixture of 420 mg of methyl benzofuran-7-carboxylate, 5 ml of an aqueous 10% sodium hydroxide solution and 5 ml of methanol is stirred at room temperature for 1 hour. The reaction mixture is evaporated to remove solvent. The residue is dissolved in water and the solution is acidified with 10% hydrochloric acid. The resultant crystals are collected by filtration and dried to give 321 mg of benzofuran-7-carboxylic acid as colorless crystals. Starting materials: CCc1nn(C2CCCC2)c2cc(C(=O)NCC(=O)NOCc3ccccc3)ccc12, CCOC(C)=O, CO, O. Yields the product CCc1nn(C2CCCC2)c2cc(C(=O)NCC(=O)NO)ccc12. RXN SMILES: [CH2:1]([c:2]1[cH:3][cH:4][cH:5][cH:6][cH:7]1)[O:8][NH:9][C:10](=[O:11])[CH2:12][NH:13][C:14](=[O:15])[c:16]1[cH:17][cH:18][c:19]2[c:20]([CH2:30][CH3:31])[n:21][n:22]([CH:25]3[CH2:26][CH2:27][CH2:28][CH2:29]3)[c:23]2[cH:24]1.[CH3:33][CH2:34][O:35][C:36](=[O:37])[CH3:38].[CH3:39][OH:40].[OH2:32]>>[OH:8][NH:9][C:10](=[O:11])[CH2:12][NH:13][C:14](=[O:15])[c:16]1[cH:17][cH:18][c:19]2[c:20]([CH2:30][CH3:31])[n:21][n:22]([CH:25]3[CH2:26][CH2:27][CH2:28][CH2:29]3)[c:23]2[cH:24]1. The reactants are CO, O=CNc1cccc(C2(C(F)(F)F)N=N2)c1, Cl, [Na+], [OH-]. The product is Nc1cccc(C2(C(F)(F)F)N=N2)c1. Reaction SMILES: [CH3:20][OH:21].[CH:1](=[O:2])[NH:3][c:4]1[cH:5][c:6]([C:10]2([C:13]([F:14])([F:15])[F:16])[N:11]=[N:12]2)[cH:7][cH:8][cH:9]1.[ClH:17].[Na+:19].[OH-:18]>>[NH2:3][c:4]1[cH:5][c:6]([C:10]2([C:13]([F:14])([F:15])[F:16])[N:11]=[N:12]2)[cH:7][cH:8][cH:9]1. Starting materials: FC(C(=O)O)(F)F (trifluoroacetic acid), SC1=CC=C(C(=O)OC)C=C1 (methyl 4-mercaptobenzoate), OC(CN1C=NC=C1)(C)C1=C(C=CC=C1)OC (1-[2-hydroxy-2-(2-methoxyphenyl)propyl]imidazole). Conditions: time 2.5 hour. The product is COC1=C(C=CC=C1)C(C(SC1=CC=C(C(=O)OC)C=C1)N1C=NC=C1)C (Methyl 4-[2-(2-methoxyphenyl)-1-(imidazol-1-yl)propylthio]benzoate). Isolated yield 87.6%. Reaction SMILES: FC(F)(F)C(O)=O.[SH:8][C:9]1[CH:18]=[CH:17][C:12]([C:13]([O:15][CH3:16])=[O:14])=[CH:11][CH:10]=1.O[C:20]([C:28]1[CH:33]=[CH:32][CH:31]=[CH:30][C:29]=1[O:34][CH3:35])([CH3:27])[CH2:21][N:22]1[CH:26]=[CH:25][N:24]=[CH:23]1>>[CH3:35][O:34][C:29]1[CH:30]=[CH:31][CH:32]=[CH:33][C:28]=1[CH:20]([CH3:27])[CH:21]([N:22]1[CH:26]=[CH:25][N:24]=[CH:23]1)[S:8][C:9]1[CH:10]=[CH:11][C:12]([C:13]([O:15][CH3:16])=[O:14])=[CH:17][CH:18]=1. Procedure: 5.2 ml of trifluoroacetic acid were added, whilst ice-cooling, to a mixture of 363 mg of methyl 4-mercaptobenzoate and 334 mg of 1-[2-hydroxy-2-(2-methoxyphenyl)propyl]imidazole, and the resulting mixture was stirred at 0°-5° C. for 2.5 hours. The reaction mixture was then treated and purified by the same method as described in Example 13, to give 482 mg of the title compound as a colorless oily substance. Procedure: To a suspension of dried, powdered 4 A molecular sieves (18 g) and PDC (45 mg, 120 mmol) in 150 mL CH2Cl2 was added a solution of 2-(BOC-amino)ethanol (4.83 g, 30 mmol) in CH2Cl2. The mixture was allowed to stir at ambient temperature for 1.5 hour, then diluted with ether (200 mL) and filtered through a silica gel pad, rinsing throughly with ether. The filtrate was concentrated to afford a clear pale yellow oil (3.46 g, 72%). The aldehyde was used immediately for the next reaction without purifi... Run at temperature -10 celsius, time 1 hour. RXN SMILES: [C:1]([NH:8][CH2:9][CH:10]=[O:11])([O:3][C:4]([CH3:7])([CH3:6])[CH3:5])=[O:2].[CH:12]([Mg]Br)=[CH2:13]>C1COCC1>[C:1]([NH:8][CH2:9][CH:10]([OH:11])[CH:12]=[CH2:13])([O:3][C:4]([CH3:5])([CH3:6])[CH3:7])=[O:2]. Starting materials: aldehyde, C(=O)(OC(C)(C)C)NCC=O (BOC-Glycinal), C(=C)[Mg]Br (vinyl magnesium bromide). Yields the product C(=O)(OC(C)(C)C)NCC(C=C)O (4-(BOC-amino)-1-butene-3-ol). Isolated yield 78.0%. Run in C1CCOC1 (THF), C1CCOC1 (THF). The reactants are O=C1COc2ncc(Br)cc2N1, O=C([O-])[O-], CC#N, CC(=O)[O-], CC(=O)[O-], OB(O)C1CC1, [K+], [K+], O, [Pd+2], c1ccc(P(c2ccccc2)c2ccccc2)cc1. Product: O=C1COc2ncc(C3CC3)cc2N1. As a reaction SMILES: [Br:1][c:2]1[cH:3][c:4]2[c:5]([n:11][cH:12]1)[O:6][CH2:7][C:8](=[O:10])[NH:9]2.[C:38](=[O:39])([O-:40])[O-:41].[C:45](#[N:46])[CH3:47].[C:48]([O-:49])(=[O:50])[CH3:51].[C:53]([O-:54])(=[O:55])[CH3:56].[CH:13]1([B:16]([OH:17])[OH:18])[CH2:14][CH2:15]1.[K+:42].[K+:43].[OH2:44].[Pd+2:52].[c:19]1([P:20]([c:21]2[cH:22][cH:23][cH:24][cH:25][cH:26]2)[c:27]2[cH:28][cH:29][cH:30][cH:31][cH:32]2)[cH:33][cH:34][cH:35][cH:36][cH:37]1>>[c:2]1([CH:13]2[CH2:14][CH2:15]2)[cH:3][c:4]2[c:5]([n:11][cH:12]1)[O:6][CH2:7][C:8](=[O:10])[NH:9]2. Starting materials: CC[C@@H]1[C@@]([C@@H]([C@H](C(=O)[C@@H](C[C@@]([C@@H]([C@H]([C@@H]([C@H](C(=O)O1)C)O[C@H]2C[C@@]([C@H]([C@@H](O2)C)O)(C)OC)C)O[C@H]3[C@@H]([C@H](C[C@H](O3)C)N(C)C)O)(C)O)C)C)O)(C)O (erythromycin), [N+](=O)(O)[O-] (nitric acid). The solvent is C(C)#N (acetonitrile), C(Cl)(Cl)Cl (chloroform), C(C)#N (acetonitrile). Yields the product CC[C@@H]1[C@@]([C@@H]([C@H](C(=O)[C@@H](C[C@@]([C@@H]([C@H]([C@@H]([C@H](C(=O)O1)C)O[C@H]2C[C@@]([C@H]([C@@H](O2)C)O)(C)OC)C)O[C@H]3[C@@H]([C@H](C[C@H](O3)C)N(C)C)O)(C)O)C)C)O)(C)O.[N+](=O)([O-])[O-] (Erythromycin nitrate). Yield: 83.0%. As a reaction SMILES: [CH3:1][CH2:2][C@H:3]1[O:18][C:16](=[O:17])[C@H:15]([CH3:19])[C@@H:14]([O:20][C@@H:21]2[O:26][C@@H:25]([CH3:27])[C@H:24]([OH:28])[C@@:23]([O:30][CH3:31])([CH3:29])[CH2:22]2)[C@H:13]([CH3:32])[C@@H:12]([O:33][C@@H:34]2[O:39][C@H:38]([CH3:40])[CH2:37][C@H:36]([N:41]([CH3:43])[CH3:42])[C@H:35]2[OH:44])[C@@:11]([OH:46])([CH3:45])[CH2:10][C@@H:9]([CH3:47])[C:7](=[O:8])[C@H:6]([CH3:48])[C@@H:5]([OH:49])[C@@:4]1([OH:51])[CH3:50].[N+:52]([O-:55])([OH:54])=[O:53]>C(Cl)(Cl)Cl.C(#N)C>[CH3:1][CH2:2][C@H:3]1[O:18][C:16](=[O:17])[C@H:15]([CH3:19])[C@@H:14]([O:20][C@@H:21]2[O:26][C@@H:25]([CH3:27])[C@H:24]([OH:28])[C@@:23]([O:30][CH3:31])([CH3:29])[CH2:22]2)[C@H:13]([CH3:32])[C@@H:12]([O:33][C@@H:34]2[O:39][C@H:38]([CH3:40])[CH2:37][C@H:36]([N:41]([CH3:42])[CH3:43])[C@H:35]2[OH:44])[C@@:11]([OH:46])([CH3:45])[CH2:10][C@@H:9]([CH3:47])[C:7](=[O:8])[C@H:6]([CH3:48])[C@@H:5]([OH:49])[C@@:4]1([OH:51])[CH3:50].[N+:52]([O-:55])([O-:54])=[O:53] |f:4.5|. Reported procedure: The compound is prepared starting from an erythromycin solution (2 g, 2.72 mmoles) dissolved in a mixture of chloroform (30 ml)/acetonitrile (20 ml), by adding a 65% nitric acid solution (0.200 ml) in acetonitrile (5 ml), following then the procedure described in Example 5. Erythromycin nitrate as amorphous solid is obtained. Yield 83%. Starting materials: C(C1=CC=CC=C1)OCC(=O)Cl (benzyloxyacetyl chloride), NC=1C=C(C(=O)O)C=CC1NC1=CC=CC=C1 (3-amino-4-phenylaminobenzoic acid). Solvent: C1(=CC=CC=C1)C (toluene), C1(=CC=CC=C1)C (toluene). Run at time 15 hour. Product: C1(=CC=CC=C1)N1C(=NC2=C1C=CC(=C2)C(=O)O)COCC2=CC=CC=C2 (1-phenyl-2-(phenylmethoxy)methylbenzimidazole-5-carboxylic acid). Isolated yield 86.8%. Reaction SMILES: [NH2:1][C:2]1[CH:3]=[C:4]([CH:8]=[CH:9][C:10]=1[NH:11][C:12]1[CH:17]=[CH:16][CH:15]=[CH:14][CH:13]=1)[C:5]([OH:7])=[O:6].[CH2:18]([O:25][CH2:26][C:27](Cl)=O)[C:19]1[CH:24]=[CH:23][CH:22]=[CH:21][CH:20]=1>C1(C)C=CC=CC=1>[C:12]1([N:11]2[C:10]3[CH:9]=[CH:8][C:4]([C:5]([OH:7])=[O:6])=[CH:3][C:2]=3[N:1]=[C:27]2[CH2:26][O:25][CH2:18][C:19]2[CH:24]=[CH:23][CH:22]=[CH:21][CH:20]=2)[CH:13]=[CH:14][CH:15]=[CH:16][CH:17]=1. Procedure: A 4-neck flask equipped with a reflux condenser was charged with 3-amino-4-phenylaminobenzoic acid (see Synthesis Example 1-2) (3.09 g, 13.54 mmol) and anhydrous toluene (45 mL) and this was refluxed. To this was added dropwise benzyloxyacetyl chloride (5 g, 27.08 mmol) in toluene solution (approx. 3 mL) over approx. 10 minutes. This was stirred under these conditions for 15 hours. This was allowed to cool to room temperature, and was extracted with dilute aqueous sodium hydroxide solution (10%,... Run in C1CCOC1 (THF), O (water). Conditions: time 48 hour. The product is NCCCCC(C(=O)OCC)(C(=O)OCC)CCCC=1C=NC=CC1 (diethyl [4-aminobutyl][3-(3-pyridyl)propyl]-malonate). Procedure: To a solution of 42.59 g (0.11 mole) of diethyl [4-azidobutyl][3-(3-pyridyl)propyl]malonate in 270 ml THF and 3.1 ml water is added 29 g (0.11 mole) of triphenyl phosphine and the solution is stirred well for 48 h. Solvent is evaporated and the residue subjected to flash chromatography to give diethyl [4-aminobutyl][3-(3-pyridyl)propyl]-malonate as an oil. RXN SMILES: [N:1]([CH2:4][CH2:5][CH2:6][CH2:7][C:8]([CH2:19][CH2:20][CH2:21][C:22]1[CH:23]=[N:24][CH:25]=[CH:26][CH:27]=1)([C:14]([O:16][CH2:17][CH3:18])=[O:15])[C:9]([O:11][CH2:12][CH3:13])=[O:10])=[N+]=[N-].C1(P(C2C=CC=CC=2)C2C=CC=CC=2)C=CC=CC=1>C1COCC1.O>[NH2:1][CH2:4][CH2:5][CH2:6][CH2:7][C:8]([CH2:19][CH2:20][CH2:21][C:22]1[CH:23]=[N:24][CH:25]=[CH:26][CH:27]=1)([C:9]([O:11][CH2:12][CH3:13])=[O:10])[C:14]([O:16][CH2:17][CH3:18])=[O:15]. The reactants are N(=[N+]=[N-])CCCCC(C(=O)OCC)(C(=O)OCC)CCCC=1C=NC=CC1 (diethyl [4-azidobutyl][3-(3-pyridyl)propyl]malonate), C1(=CC=CC=C1)P(C1=CC=CC=C1)C1=CC=CC=C1 (triphenyl phosphine).